Dataset: the Open Reaction Database (ORD), a public repository of structured organic reaction records. Task: describe an organic reaction: reactants, conditions, products, and yield Starting materials: [N+](=O)(O)[O-] (nitric acid), CC=1C=C2C(C(NC2=CC1)=O)=O (5-methyl-1H-indole-2,3-dione). Solvent: OS(=O)(=O)O (H2SO4). Run at time 7.5 minute. Product: CC=1C=C2C(C(NC2=C(C1)[N+](=O)[O-])=O)=O (5-Methyl-7-nitro-1H-indole-2,3-dione). Reaction SMILES: [N+:1]([O-:4])(O)=[O:2].[CH3:5][C:6]1[CH:7]=[C:8]2[C:12](=[CH:13][CH:14]=1)[NH:11][C:10](=[O:15])[C:9]2=[O:16]>OS(O)(=O)=O>[CH3:5][C:6]1[CH:7]=[C:8]2[C:12](=[C:13]([N+:1]([O-:4])=[O:2])[CH:14]=1)[NH:11][C:10](=[O:15])[C:9]2=[O:16]. Procedure: Fuming nitric acid (10 mL) was added drop wise over a period of 30 min to a solution of 5-methyl-1H-indole-2,3-dione (20 g, 0.124 mol) in conc. H2SO4 (80 mL) at −5° C., utes. The reaction mass was stirred for another 5-10 min at the same temperature and was poured into crushed ice. The precipitate was filtered and washed with chilled water several times. Finally it was dried in a vacuum oven to get 6.5 g of the required product as a yellow coloured solid.